This data is from the Open Reaction Database (ORD), a public repository of structured organic reaction records. The task is: describe an organic reaction: reactants, conditions, products, and yield The reactants are O=C1C2CC3CC1N(C3)C2, NOCc1ccccc1, CCO, Cl, c1ccncc1. The product is c1ccc(CON=C2C3CC4CC2N(C4)C3)cc1. RXN SMILES: [C:1]1(=[O:10])[CH:2]2[CH2:3][N:4]3[CH2:5][CH:6]([CH2:7][CH:8]13)[CH2:9]2.[CH2:12]([c:13]1[cH:14][cH:15][cH:16][cH:17][cH:18]1)[O:19][NH2:20].[CH2:21]([OH:22])[CH3:23].[ClH:11].[n:24]1[cH:25][cH:26][cH:27][cH:28][cH:29]1>>[C:1]1(=[N:20][O:19][CH2:12][c:13]2[cH:14][cH:15][cH:16][cH:17][cH:18]2)[CH:2]2[CH2:3][N:4]3[CH2:5][CH:6]([CH2:7][CH:8]13)[CH2:9]2. Starting materials: O (H2O), CN1C=C(C=C(C1=O)NC1=NN2C(CN(CC2)C2COC2)=C1)B(O)O (1-Methyl-5-(5-(oxetan-3-yl)-4,5,6,7-tetrahydropyrazolo[1,5-a]pyrazin-2-ylamino)-6-oxo-1,6-dihydropyridin-3-ylboronic cid), C(C)(=O)OCC1=C(C=C(C=C1N1C(C=2N(C=3CCCCC3C2)CC1)=O)F)Br (2-bromo-4-fluoro-6-(1-oxo-3,4,6,7,8,9-hexahydropyrazino[1,2-a]indol-2(1H)-yl)benzyl acetate), C(=O)([O-])[O-].[Na+].[Na+] (Na2CO3). The reagents and catalysts are C1=CC=C(C=C1)P([C-]2C=CC=C2)C3=CC=CC=C3.C1=CC=C(C=C1)P([C-]2C=CC=C2)C3=CC=CC=C3.Cl[Pd]Cl.[Fe+2] (PdCl2(dppf)). Run in COCCOC (DME). Reaction conditions: temperature 130 celsius. The product is C(C)(=O)OCC1=C(C=C(C=C1N1C(C=2N(C=3CCCCC3C2)CC1)=O)F)C1=CN(C(C(=C1)NC1=NN2C(CN(CC2)C2COC2)=C1)=O)C (4-Fluoro-2-(1-methyl-5-(5-(oxetan-3-yl)-4,5,6,7-tetrahydropyrazolo[1,5-a]pyrazin-2-ylamino)-6-oxo-1,6-dihydropyridin-3-yl)-6-(1-oxo-3,4,6,7,8,9-hexahydropyrazino[1,2-a]indol-2(1H)-yl)benzyl Acetate). Yield: 32.7%. As a reaction SMILES: [CH3:1][N:2]1[C:7](=[O:8])[C:6]([NH:9][C:10]2[CH:22]=[C:13]3[CH2:14][N:15]([CH:18]4[CH2:21][O:20][CH2:19]4)[CH2:16][CH2:17][N:12]3[N:11]=2)=[CH:5][C:4](B(O)O)=[CH:3]1.[C:26]([O:29][CH2:30][C:31]1[C:36]([N:37]2[CH2:49][CH2:48][N:40]3[C:41]4[CH2:42][CH2:43][CH2:44][CH2:45][C:46]=4[CH:47]=[C:39]3[C:38]2=[O:50])=[CH:35][C:34]([F:51])=[CH:33][C:32]=1Br)(=[O:28])[CH3:27].C([O-])([O-])=O.[Na+].[Na+].O>COCCOC.C1C=CC(P(C2C=CC=CC=2)[C-]2C=CC=C2)=CC=1.C1C=CC(P(C2C=CC=CC=2)[C-]2C=CC=C2)=CC=1.Cl[Pd]Cl.[Fe+2]>[C:26]([O:29][CH2:30][C:31]1[C:36]([N:37]2[CH2:49][CH2:48][N:40]3[C:41]4[CH2:42][CH2:43][CH2:44][CH2:45][C:46]=4[CH:47]=[C:39]3[C:38]2=[O:50])=[CH:35][C:34]([F:51])=[CH:33][C:32]=1[C:4]1[CH:5]=[C:6]([NH:9][C:10]2[CH:22]=[C:13]3[CH2:14][N:15]([CH:18]4[CH2:21][O:20][CH2:19]4)[CH2:16][CH2:17][N:12]3[N:11]=2)[C:7](=[O:8])[N:2]([CH3:1])[CH:3]=1)(=[O:28])[CH3:27] |f:2.3.4,7.8.9.10|. Reported procedure: A 25 mL vial was charged with 143a (238 mg, 0.7 mmol), 2-bromo-4-fluoro-6-(1-oxo-3,4,6,7,8,9-hexahydro-pyrazino[1,2-a]indol-2(1H)-yl)benzyl acetate 197d (300 mg, 0.7 mmol), Na2CO3 (147 mg, 1.4 mmol), PdCl2(dppf) (56 mg, 0.07 mmol) suspended in DME (15 mL), and H2O (1 mL). The resulting orange mixture was heated for 30 minutes in a Biotage microwave reactor at 130° C. After reaction the residue was purified by reverse phase Combi-flash eluting with 0.3% NH4HCO3 in 1:7 water/CH3CN to give 143b as ... Reactants: ClC1=C(C(=O)Cl)C=CC=N1 (2-chloronicotinoyl chloride), C(C)(C)NC(C)C.[Li] (LDA), NC=1C(=NC(=CC1C(F)(F)F)C)Cl (3-amino-2-chloro-6-methyl-4-(trifluoromethyl)pyridine), C(C)(C)NC(C)C.[Li] (lithium diisopropylamine), acid chloride. The solvent is C1CCOC1 (THF), C1CCOC1 (THF), C1CCOC1 (THF). Reaction conditions: time 5 minute. Yields the product ClC1=NC=CC=C1C(=O)NC=1C(=NC(=CC1C(F)(F)F)C)Cl (2-Chloro-N-(2-chloro-6-methyl-4-trifluoromethyl-3-pyridinyl)-3-pyridinecarboxamide). Isolated yield 72.6%. As a reaction SMILES: [NH2:1][C:2]1[C:3]([Cl:13])=[N:4][C:5]([CH3:12])=[CH:6][C:7]=1[C:8]([F:11])([F:10])[F:9].C(NC(C)C)(C)C.[Li].[Cl:22][C:23]1[N:31]=[CH:30][CH:29]=[CH:28][C:24]=1[C:25](Cl)=[O:26]>C1COCC1>[Cl:22][C:23]1[C:24]([C:25]([NH:1][C:2]2[C:3]([Cl:13])=[N:4][C:5]([CH3:12])=[CH:6][C:7]=2[C:8]([F:9])([F:11])[F:10])=[O:26])=[CH:28][CH:29]=[CH:30][N:31]=1 |f:1.2,^1:20|. Procedure: To a cooled (-78° C.) solution of 2.1 g of the 3-amino-2-chloro-6-methyl-4-(trifluoromethyl)pyridine in 10 ml of THF was added dropwise over 3 min. 7 ml of lithium diisopropylamine (LDA, 1.5 M in cyclohexane). The mixture was stirred 5 min., and 0.9 g of 2-chloronicotinoyl chloride in 3 ml of THF was added over 1 min. After 5 min. an additional 3 ml of LDA solution was added followed by an additional 0.5 g of the acid chloride in 1 ml of THF. The resulting mixture was stirred 10 min. and then qu... Reactants: [BH4-].[Na+] (sodium borohydride), O=C1CCCCCCCCCCC(=O)OCCC1 (12-oxo-15-pentadecanolide), O (water). Run in CO (methanol), CO (methanol). The product is OC1CCCCCCCCCCC(=O)OCCC1 (12-hydroxy-15-pentadecanolide). Yield: 97.9%. RXN SMILES: [O:1]=[C:2]1[CH2:18][CH2:17][CH2:16][O:15][C:13](=[O:14])[CH2:12][CH2:11][CH2:10][CH2:9][CH2:8][CH2:7][CH2:6][CH2:5][CH2:4][CH2:3]1.[BH4-].[Na+].O>CO>[OH:1][CH:2]1[CH2:18][CH2:17][CH2:16][O:15][C:13](=[O:14])[CH2:12][CH2:11][CH2:10][CH2:9][CH2:8][CH2:7][CH2:6][CH2:5][CH2:4][CH2:3]1 |f:1.2|. Procedure details: A solution of 480 g (1.89 mol) of 12-oxo-15-pentadecanolide (VI) in 735 ml of methanol is cooled to 10°-15° C. 26.2 g of sodium borohydride are added in portions at this temperature. The mixture is allowed to after-react at 15° C. for a further 2 hours. After addition of water, excess methanol is distilled off. The organic content of the reaction mixture is extracted with toluene, the toluene phase is washed neutral and dried, the toluene is stripped off and the residue is subjected to fractiona...